Dataset: the Open Reaction Database (ORD), a public repository of structured organic reaction records. Task: describe an organic reaction: reactants, conditions, products, and yield Reactants: [Na] (sodium), SC1=C(N)C=CC(=C1)[N+](=O)[O-] (2-mercapto-4-nitroaniline), C1CCOS1(=O)=O (propanesultone). Procedure details: In a mixture of 50 ml. of ethanol and 0.46 g. of metallic sodium were dissolved 3.4 g. of 2-mercapto-4-nitroaniline and 2.44 g. of propanesultone were added thereto under stirring. Thereafter, heating was conducted at 40°-50° C. for 1 hour and the crystalline substance thus separated was recovered by filtration, washed with ethanol and acetone and then dried to give 2 g. of the desired product. m.p. 181°-193° C. As a reaction SMILES: [Na:1].[SH:2][C:3]1[CH:9]=[C:8]([N+:10]([O-:12])=[O:11])[CH:7]=[CH:6][C:4]=1[NH2:5].[CH2:13]1[S:17](=[O:19])(=[O:18])[O:16][CH2:15][CH2:14]1>C(O)C>[Na:1].[S:17]([CH2:13][CH2:14][CH2:15][S:2][C:3]1[CH:9]=[C:8]([N+:10]([O-:12])=[O:11])[CH:7]=[CH:6][C:4]=1[NH2:5])([OH:19])(=[O:18])=[O:16] |f:4.5,^1:0,22|. The product is [Na].S(=O)(=O)(O)CCCSC1=C(N)C=CC(=C1)[N+](=O)[O-] (2(3-Sulfopropyl)thio-4-nitroaniline sodium salt). Reaction conditions: time 1 hour. The solvent is C(C)O (ethanol). Reactants: CC1(OC2=C(C1)C=CC=C2OC(=O)NC)C (carbofuran), COP(OC)OC (trimethylphosphite). The product is CC1(OC2=C(C1)C=C(C=C2OC(=O)NC)P(=O)(OC)OC)C (2,3-dihydro-2,2-dimethyl-5-dimethoxyphosphoryl-7-methylaminocarbonyloxybenzofuran). Yield: 26.0%. As a reaction SMILES: [CH3:1][C:2]1([CH3:16])[CH2:6][C:5]2[CH:7]=[CH:8][CH:9]=[C:10]([O:11][C:12]([NH:14][CH3:15])=[O:13])[C:4]=2[O:3]1.[CH3:17][O:18][P:19]([O:22]C)[O:20][CH3:21]>>[CH3:1][C:2]1([CH3:16])[CH2:6][C:5]2[CH:7]=[C:8]([P:19]([O:20][CH3:21])([O:18][CH3:17])=[O:22])[CH:9]=[C:10]([O:11][C:12]([NH:14][CH3:15])=[O:13])[C:4]=2[O:3]1. Procedure: 0.1 mole of carbofuran (2,3-dihydro-2,2-dimethyl-7-methylaminocarbonyloxybenzofuran) were reacted with trimethylphosphite analogously to Example 1a. The product was obtained in the form of an oil in a yield of 26%. Reactants: ClCCC1=CC=C(C=C1)CCl (p-(2-chloroethyl)-α-chlorotoluene), P(OCC)(OCC)OCC (triethyl phosphite). Run in C1=CC=CC=C1 (benzene). Run at time 2 hour. The product is P(O)(O)=O.C(=C)C1=CC=CC=C1 (Vinyl benzene phosphonate). As a reaction SMILES: Cl[CH2:2][CH2:3][C:4]1[CH:9]=[CH:8][C:7](CCl)=[CH:6][CH:5]=1.[P:12]([O:19]CC)([O:16]CC)[O:13]CC>C1C=CC=CC=1>[PH:12](=[O:13])([OH:19])[OH:16].[CH:3]([C:4]1[CH:9]=[CH:8][CH:7]=[CH:6][CH:5]=1)=[CH2:2] |f:3.4|. Procedure: Vinyl benzene phosphonate was prepared by chloromethylating benzene by the procedure of Kindler, Hansen and Koebk (Ann. Chem. 617, 25, 1958). 1 mole p-(2-chloroethyl)-α-chlorotoluene was heated to 140°-155° C. under N2 and 95 ml triethyl phosphite was added. The mixture was heated for one hour and then diethyl-p-(2-chloroethyl)-benzyl phosphonate was distilled off at 140°-150° C./0.2 torr. The ethyl ester was hydrolysed for two hours using a 2:3 v/v mixture of 48% HBr and formic acid. The produc... Reactants: BrC1=NN(C(C2=CC=CC=C12)=O)C1=CC=C(C=C1)Cl (4-Bromo-2-(4-chloro-phenyl)-2H-phthalazin-1-one), C(C)(C)(C)N1N=C(C=C1N)C (1-tert.-butyl-3-methyl-1H-pyrazol-5-ylamine), C([O-])([O-])=O.[Cs+].[Cs+] (cesium carbonate), C1(=CC=CC=C1)P(C1=CC=CC=2C(C3=CC=CC(=C3OC12)P(C1=CC=CC=C1)C1=CC=CC=C1)(C)C)C1=CC=CC=C1 (4,5-bis(diphenylphosphino)-9,9-dimethylxanthene). Reagents/catalysts: C=1C=CC(=CC1)/C=C/C(=O)/C=C/C2=CC=CC=C2.C=1C=CC(=CC1)/C=C/C(=O)/C=C/C2=CC=CC=C2.C=1C=CC(=CC1)/C=C/C(=O)/C=C/C2=CC=CC=C2.[Pd].[Pd] (tris-(dibenzylideneacetone)-dipalladium). Run in O1CCOCC1 (dioxane). Yields the product C(C)(C)(C)N1N=C(C=C1NC1=NN(C(C2=CC=CC=C12)=O)C1=CC=C(C=C1)Cl)C (4-(2-tert-Butyl-5-methyl-2H-pyrazol-3-ylamino)-2-(4-chloro-phenyl)-2H-phthalazin-1-one). RXN SMILES: Br[C:2]1[C:11]2[C:6](=[CH:7][CH:8]=[CH:9][CH:10]=2)[C:5](=[O:12])[N:4]([C:13]2[CH:18]=[CH:17][C:16]([Cl:19])=[CH:15][CH:14]=2)[N:3]=1.[C:20]([N:24]1[C:28]([NH2:29])=[CH:27][C:26]([CH3:30])=[N:25]1)([CH3:23])([CH3:22])[CH3:21].C(=O)([O-])[O-].[Cs+].[Cs+].C1(P(C2C=CC=CC=2)C2C3OC4C(=CC=CC=4P(C4C=CC=CC=4)C4C=CC=CC=4)C(C)(C)C=3C=CC=2)C=CC=CC=1>O1CCOCC1.C1C=CC(/C=C/C(/C=C/C2C=CC=CC=2)=O)=CC=1.C1C=CC(/C=C/C(/C=C/C2C=CC=CC=2)=O)=CC=1.C1C=CC(/C=C/C(/C=C/C2C=CC=CC=2)=O)=CC=1.[Pd].[Pd]>[C:20]([N:24]1[C:28]([NH:29][C:2]2[C:11]3[C:6](=[CH:7][CH:8]=[CH:9][CH:10]=3)[C:5](=[O:12])[N:4]([C:13]3[CH:18]=[CH:17][C:16]([Cl:19])=[CH:15][CH:14]=3)[N:3]=2)=[CH:27][C:26]([CH3:30])=[N:25]1)([CH3:23])([CH3:22])[CH3:21] |f:2.3.4,7.8.9.10.11|. Procedure details: 200 mg 4-Bromo-2-(4-chloro-phenyl)-2H-phthalazin-1-one (prepared as described in Method R), 91 mg 1-tert.-butyl-3-methyl-1H-pyrazol-5-ylamine, 310 mg cesium carbonate, 21 mg 4,5-bis(diphenylphosphino)-9,9-dimethylxanthene and 16.4 mg tris-(dibenzylideneacetone)-dipalladium in 2 ml dry dioxane were stirred under nitrogen at 100 C for 18 hrs. The solvent was removed under vacuum and the residue stirred with 50 ml water. The crude product was isolated by filtration, washed with water and purified b... Reactants: Br[Mg]c1ccccc1, O=Cc1cnccc1Br, C1CCOC1. The product is OC(c1ccccc1)c1cnccc1Br. Reaction SMILES: [Br:10][Mg:11][c:12]1[cH:13][cH:14][cH:15][cH:16][cH:17]1.[Br:1][c:2]1[c:3]([CH:8]=[O:9])[cH:4][n:5][cH:6][cH:7]1.[CH2:18]1[O:19][CH2:20][CH2:21][CH2:22]1>>[Br:1][c:2]1[c:3]([CH:8]([OH:9])[c:12]2[cH:13][cH:14][cH:15][cH:16][cH:17]2)[cH:4][n:5][cH:6][cH:7]1. Reactants: BrC(C(C=C(C)C)O)(C(F)(F)F)Cl (5-Bromo-5-chloro-4-hydroxy-2-methyl-6,6,6-trifluorohex-2-ene), C(C)(OC)(OC)OC (trimethyl orthoacetate). Reagents/catalysts: O.[O-2].[O-2].[O-2].O=[Si]=O.O=[Si]=O.O=[Si]=O.O=[Si]=O.[Al+3].[Al+3] (Montmorillonite KSF). Conditions: temperature 111 celsius, time 1 hour. Yields the product BrC(C=CC(CC(=O)OC)(C)C)(C(F)(F)F)Cl (methyl 6-bromo-6-chloro-3,3-dimethyl-7,7,7-trifluorohept-4-enoate). The yield is 65.0%. Reaction SMILES: [Br:1][C:2]([Cl:13])([C:9]([F:12])([F:11])[F:10])[CH:3](O)[CH:4]=[C:5]([CH3:7])[CH3:6].[C:14](OC)([O:18][CH3:19])([O:16]C)[CH3:15]>O.[O-2].[O-2].[O-2].O=[Si]=O.O=[Si]=O.O=[Si]=O.O=[Si]=O.[Al+3].[Al+3]>[Br:1][C:2]([Cl:13])([C:9]([F:10])([F:11])[F:12])[CH:3]=[CH:4][C:5]([CH3:7])([CH3:6])[CH2:15][C:14]([O:18][CH3:19])=[O:16] |f:2.3.4.5.6.7.8.9.10.11|. Reported procedure: 5-Bromo-5-chloro-4-hydroxy-2-methyl-6,6,6-trifluorohex-2-ene (10.0 g), trimethyl orthoacetate (16.0 g) and Montmorillonite KSF (0.5 g) were charged to a round-bottomed flask fitted with: nitrogen inlet/bubbler, thermometer and still-head. The mixture was heated with agitation, and the methanol-trimethyl orthoacetate distillates were collected until the reactor temperature increased to 111° C. (ca. 1 hr). The reaction was then heated to 135° C. and held for a further 1 hour. The methanol/trimethy...